This data is from the Open Reaction Database (ORD), a public repository of structured organic reaction records. The task is: describe an organic reaction: reactants, conditions, products, and yield Reactants: [BH4-], CCCc1c(Cc2ccc(-c3ccccc3C#N)cc2)c(=O)n(C2CCC(OCC(=O)OCC)CC2)c2ccnn12, CCOC(C)=O, [Cl-], [Li+], [NH4+], C1CCOC1. The product is CCCc1c(Cc2ccc(-c3ccccc3C#N)cc2)c(=O)n(C2CCC(OCCO)CC2)c2ccnn12. Reaction SMILES: [BH4-:42].[C:1](#[N:2])[c:3]1[c:4](-[c:9]2[cH:10][cH:11][c:12]([CH2:15][c:16]3[c:17](=[O:41])[n:18]([CH:28]4[CH2:29][CH2:30][CH:31]([O:34][CH2:35][C:36](=[O:37])[O:38][CH2:39][CH3:40])[CH2:32][CH2:33]4)[c:19]4[n:20]([c:21]3[CH2:22][CH2:23][CH3:24])[n:25][cH:26][cH:27]4)[cH:13][cH:14]2)[cH:5][cH:6][cH:7][cH:8]1.[CH3:44][CH2:45][O:46][C:47](=[O:48])[CH3:49].[Cl-:50].[Li+:43].[NH4+:51].[O:52]1[CH2:53][CH2:54][CH2:55][CH2:56]1>>[C:1](#[N:2])[c:3]1[c:4](-[c:9]2[cH:10][cH:11][c:12]([CH2:15][c:16]3[c:17](=[O:41])[n:18]([CH:28]4[CH2:29][CH2:30][CH:31]([O:34][CH2:35][CH2:36][OH:37])[CH2:32][CH2:33]4)[c:19]4[n:20]([c:21]3[CH2:22][CH2:23][CH3:24])[n:25][cH:26][cH:27]4)[cH:13][cH:14]2)[cH:5][cH:6][cH:7][cH:8]1. The reactants are Cl (hydrochloric acid), [B-]C#N.[Na+] (sodium cyanotrihydroborate), C(C)(=O)O (acetic acid), COC=1C=C(C=CC1OC)C(C1=NN(C(N1)=O)C1=C(C(=O)O)C=CC=C1)=NC1=CC=C(C=C1)C1=NOC(=N1)C (2-(3-{(3,4-dimethoxyphenyl)-[4-(5-methyl-[1,2,4]oxadiazol-3-yl)phenylimino]methyl}-5-oxo-4,5-dihydro-[1,2,4]triazol-1-yl)benzoic acid). Solvent: O (water), C(C)(=O)OCC (ethyl acetate), C1CCOC1 (THF), CO (methanol). Reaction conditions: time 10 minute. Product: COC=1C=C(C=CC1OC)C(C1=NN(C(N1)=O)C1=C(C(=O)O)C=CC=C1)NC1=CC=C(C=C1)C1=NOC(=N1)C (2-(3-{(3,4-dimethoxyphenyl)-[4-(5-methyl-[1,2,4]oxadiazol-3-yl)phenylamino]methyl}-5-oxo-4,5-dihydro-[1,2,4]triazol-1-yl)benzoic acid). Yield: 73.2%. RXN SMILES: [B-]C#N.[Na+].C(O)(=O)C.[CH3:9][O:10][C:11]1[CH:12]=[C:13]([C:19](=[N:35][C:36]2[CH:41]=[CH:40][C:39]([C:42]3[N:46]=[C:45]([CH3:47])[O:44][N:43]=3)=[CH:38][CH:37]=2)[C:20]2[NH:24][C:23](=[O:25])[N:22]([C:26]3[CH:34]=[CH:33][CH:32]=[CH:31][C:27]=3[C:28]([OH:30])=[O:29])[N:21]=2)[CH:14]=[CH:15][C:16]=1[O:17][CH3:18].Cl>CO.O.C(OCC)(=O)C.C1COCC1>[CH3:9][O:10][C:11]1[CH:12]=[C:13]([CH:19]([NH:35][C:36]2[CH:41]=[CH:40][C:39]([C:42]3[N:46]=[C:45]([CH3:47])[O:44][N:43]=3)=[CH:38][CH:37]=2)[C:20]2[NH:24][C:23](=[O:25])[N:22]([C:26]3[CH:34]=[CH:33][CH:32]=[CH:31][C:27]=3[C:28]([OH:30])=[O:29])[N:21]=2)[CH:14]=[CH:15][C:16]=1[O:17][CH3:18] |f:0.1|. Reported procedure: After adding 16.3 mg of sodium cyanotrihydroborate and 0.0074 ml of acetic acid to a solution of 34 mg of 2-(3-{(3,4-dimethoxyphenyl)-[4-(5-methyl-[1,2,4]oxadiazol-3-yl)phenylimino]methyl}-5-oxo-4,5-dihydro-[1,2,4]triazol-1-yl)benzoic acid in 6 ml of a methanol:THF=2:1 mixed solvent, the mixture was stirred at room temperature for 20 hours. Next, 0.1 ml of 5N hydrochloric acid was added to the reaction mixture and the mixture was stirred at room temperature for 10 minutes, after which 10 ml of e...